From a dataset of the Open Reaction Database (ORD), a public repository of structured organic reaction records. describe an organic reaction: reactants, conditions, products, and yield Reactants: CCOC(=O)c1cnc(N)c2c(COc3cc(-c4nnc(Cc5ccc(Cl)cc5)o4)ccc3C)csc12, CS(C)=O, NCCO. Yields the product Cc1ccc(-c2nnc(Cc3ccc(Cl)cc3)o2)cc1OCc1csc2c(C(=O)NCCO)cnc(N)c12. RXN SMILES: [CH2:1]([O:2][C:4](=[O:5])[c:6]1[c:7]2[c:8]([c:9]([NH2:12])[n:10][cH:11]1)[c:13]([CH2:16][O:17][c:18]1[c:19]([CH3:37])[cH:20][cH:21][c:22](-[c:24]3[o:25][c:26]([CH2:29][c:30]4[cH:31][cH:32][c:33]([Cl:36])[cH:34][cH:35]4)[n:27][n:28]3)[cH:23]1)[cH:14][s:15]2)[CH3:3].[CH3:42][S:43]([CH3:44])=[O:45].[NH2:38][CH2:39][CH2:40][OH:41]>>[C:4](=[O:5])([c:6]1[c:7]2[c:8]([c:9]([NH2:12])[n:10][cH:11]1)[c:13]([CH2:16][O:17][c:18]1[c:19]([CH3:37])[cH:20][cH:21][c:22](-[c:24]3[o:25][c:26]([CH2:29][c:30]4[cH:31][cH:32][c:33]([Cl:36])[cH:34][cH:35]4)[n:27][n:28]3)[cH:23]1)[cH:14][s:15]2)[NH:38][CH2:39][CH2:40][OH:41]. Starting materials: ClC1=NC2=CC=C(C=C2N=C1N(C)C(C)C)C(=O)OC (methyl 2-chloro-3-(isopropyl(methyl)amino)quinoxaline-6-carboxylate), [O-]P(=O)([O-])[O-].[K+].[K+].[K+] (K3PO4), COC1=CC=C(C=N1)B(O)O (6-methoxypyridin-3-ylboronic acid). The reagents and catalysts are C=1C=CC(=CC1)[P](C=2C=CC=CC2)(C=3C=CC=CC3)[Pd]([P](C=4C=CC=CC4)(C=5C=CC=CC5)C=6C=CC=CC6)([P](C=7C=CC=CC7)(C=8C=CC=CC8)C=9C=CC=CC9)[P](C=1C=CC=CC1)(C=1C=CC=CC1)C=1C=CC=CC1 (Pd(PPh3)4). Run in O1CCOCC1 (dioxane). Reaction conditions: temperature 90 celsius, time 1 hour. Product: C(C)(C)N(C=1C(=NC2=CC=C(C=C2N1)C(=O)OC)C=1C=NC(=CC1)OC)C (methyl 3-(isopropyl(methyl)amino)-2-(6-methoxypyridin-3-yl)quinoxaline-6-carboxylate). Isolated yield 79.9%. As a reaction SMILES: Cl[C:2]1[C:11]([N:12]([CH:14]([CH3:16])[CH3:15])[CH3:13])=[N:10][C:9]2[C:4](=[CH:5][CH:6]=[C:7]([C:17]([O:19][CH3:20])=[O:18])[CH:8]=2)[N:3]=1.[O-]P([O-])([O-])=O.[K+].[K+].[K+].[CH3:29][O:30][C:31]1[N:36]=[CH:35][C:34](B(O)O)=[CH:33][CH:32]=1>O1CCOCC1.C1C=CC([P]([Pd]([P](C2C=CC=CC=2)(C2C=CC=CC=2)C2C=CC=CC=2)([P](C2C=CC=CC=2)(C2C=CC=CC=2)C2C=CC=CC=2)[P](C2C=CC=CC=2)(C2C=CC=CC=2)C2C=CC=CC=2)(C2C=CC=CC=2)C2C=CC=CC=2)=CC=1>[CH:14]([N:12]([CH3:13])[C:11]1[C:2]([C:34]2[CH:35]=[N:36][C:31]([O:30][CH3:29])=[CH:32][CH:33]=2)=[N:3][C:4]2[C:9]([N:10]=1)=[CH:8][C:7]([C:17]([O:19][CH3:20])=[O:18])=[CH:6][CH:5]=2)([CH3:16])[CH3:15] |f:1.2.3.4,^1:49,51,70,89|. Procedure: To a solution of methyl 2-chloro-3-(isopropyl(methyl)amino)quinoxaline-6-carboxylate (Scheme I, 120 mg, 0.41 mmol) in dioxane (3 mL) was added K3PO4 (257 mg, 1.22 mmol), 6-methoxypyridin-3-ylboronic acid (187 mg, 1.22 mmol) and Pd(PPh3)4 (23.54 mg, 0.02 mmol) with stirring for 1 h at 90° C. in an oil bath with an inert atmosphere of nitrogen. The reaction mixture was concentrated under vacuum to get a residue, which was purified by a silica gel column with 1%-2% ethyl acetate in petroleum ether ... The reactants are ice water, C(C)(C)(C)OC(CC1=CC(=CC=C1)Br)=O (3-bromo-phenyl acetic acid tert-butyl ester), C(=C)N1C(C=2C(C1=O)=CC=CC2)=O (N-vinyl phthalimide), C(C)(C)N(CC)C(C)C (diisopropylethylamine), C1(=C(C=CC=C1)P(C1=C(C=CC=C1)C)C1=C(C=CC=C1)C)C (tri-o-tolylphosphine). The reagents and catalysts are C(C)(=O)[O-].[Pd+2].C(C)(=O)[O-] (palladium acetate). The solvent is CCOC(=O)C (EtOAc), C(C)#N (acetonitrile). Run at temperature 90 celsius, time 20 hour. Yields the product C(C)(C)(C)OC(CC1=C(C=CC=C1)C=CN1C(C2=CC=CC=C2C1=O)=O)=O ({2-[2-(1.3-Dioxo-1,3-dihydro-isoindol-2-yl)-vinyl]-phenyl}-acetic acid tert-butyl ester). Isolated yield 25.8%. Reaction SMILES: [C:1]([O:5][C:6](=[O:15])[CH2:7][C:8]1[CH:13]=[CH:12][CH:11]=[C:10](Br)[CH:9]=1)([CH3:4])([CH3:3])[CH3:2].[CH:16]([N:18]1[C:22](=[O:23])[C:21]2=[CH:24][CH:25]=[CH:26][CH:27]=[C:20]2[C:19]1=[O:28])=[CH2:17].C(N(C(C)C)CC)(C)C.C1(C)C=CC=CC=1P(C1C=CC=CC=1C)C1C=CC=CC=1C>C(#N)C.C([O-])(=O)C.[Pd+2].C([O-])(=O)C.CCOC(C)=O>[C:1]([O:5][C:6](=[O:15])[CH2:7][C:8]1[CH:13]=[CH:12][CH:11]=[CH:10][C:9]=1[CH:17]=[CH:16][N:18]1[C:19](=[O:28])[C:20]2[C:21](=[CH:24][CH:25]=[CH:26][CH:27]=2)[C:22]1=[O:23])([CH3:4])([CH3:3])[CH3:2] |f:5.6.7|. Procedure details: A mixture of 3-bromo-phenyl acetic acid tert-butyl ester (5.64 g, 20.80 mmol), N-vinyl phthalimide (3.60 g, 20.80 mmol), diisopropylethylamine (3.63 g, 28.08 mmol), palladium acetate (107 mg, 0.478 mmol), and tri-o-tolylphosphine (475 mg, 1.56 mmol) in acetonitrile (10 mL) was stirred at 90° C. for 20 h. The reaction was cooled to room temperature and ice water (50 mL) was added. EtOAc (50 mL) was added and the organic solution was washed with 5.5% HCl followed by brine. The organic solution was... The reactants are N\C(=C/C(=O)OC)\C (methyl 3-aminocrotonate), CS(=O)(=O)O (methanesulfonic acid), [H][H] (hydrogen). Reagents/catalysts: [Pt] (Pt/C). Solvent: CO (methanol). The product is CS(=O)(=O)O.NC(CC(=O)OC)C (methyl (RS)-3-aminobutyrate methanesulfonate). As a reaction SMILES: [NH2:1]/[C:2](/[CH3:8])=[CH:3]\[C:4]([O:6][CH3:7])=[O:5].[CH3:9][S:10]([OH:13])(=[O:12])=[O:11].[H][H]>[Pt].CO>[CH3:9][S:10]([OH:13])(=[O:12])=[O:11].[NH2:1][CH:2]([CH3:8])[CH2:3][C:4]([O:6][CH3:7])=[O:5] |f:5.6|. Reported procedure: 5.0 g (43.4 mmol) of methyl 3-aminocrotonate, 70 ml of anhydrous methanol, 1.0 equivalent of methanesulfonic acid and 0.22 g of Pt/C catalyst (Heraeus K0129) were introduced into a 160 ml Parr autoclave. The hydrogenation was carried out for 2 hours at approximately 20° C. under 5-10 bar of hydrogen. The catalyst was then filtered off and the solvent was completely removed by distillation on a rotary evaporator. 6.2 g of pure methyl (RS)-3-aminobutyrate methanesulfonate were obtained as an oil. Reactants: C1(=CC=CC=C1)C(C)NCCO (2-(1-phenylethylamino)ethanol), C(C)(C)N(CC)C(C)C (diisopropylethylamine), O (water), [Si](C)(C)(C(C)(C)C)Cl (tert-butyldimethylsilyl chloride). Run in ClCCl (dichloromethane). Run at time 16 hour. The product is [Si](C)(C)(C(C)(C)C)OCCNC(C)C1=CC=CC=C1 (2-(tert-butyldimethylsilyloxy)-N-(1-phenylethyl)ethanamine). The yield is 81.7%. Reaction SMILES: [C:1]1([CH:7]([NH:9][CH2:10][CH2:11][OH:12])[CH3:8])[CH:6]=[CH:5][CH:4]=[CH:3][CH:2]=1.C(N(C(C)C)CC)(C)C.[Si:22](Cl)([C:25]([CH3:28])([CH3:27])[CH3:26])([CH3:24])[CH3:23].O>ClCCl>[Si:22]([O:12][CH2:11][CH2:10][NH:9][CH:7]([C:1]1[CH:6]=[CH:5][CH:4]=[CH:3][CH:2]=1)[CH3:8])([C:25]([CH3:28])([CH3:27])[CH3:26])([CH3:24])[CH3:23]. Procedure details: To a stirred solution of 2-(1-phenylethylamino)ethanol (33) (2.71 g, 16.4 mmol, Eq: 1.00) in dichloromethane (60 ml) were added diisopropylethylamine (2.97 g, 4.01 ml, 23.0 mmol, Eq: 1.4) followed by tert-butyldimethylsilyl chloride (2.72 g, 18.0 mmol, Eq: 1.1) at room temperature under nitrogen atmosphere. The resulting solution was stirred for 16 hrs and then it was poured into water (200 ml). The organic layer was separated, washed with brine, and dried with MgSO4, concentrated, and chromatog... Starting materials: ClC1=CC(=C(N[C@H]2C=C[C@H](C2)CO)C=C1Cl)[N+](=O)[O-] ((±)-cis-[4-(4,5-Dichloro-2-nitroanilino)-2-cyclopenten-1-yl]methanol), O (water), C(C)O (ethanol). Reaction SMILES: [Cl:1][C:2]1[C:15]([Cl:16])=[CH:14][C:5]([NH:6][C@@H:7]2[CH2:11][C@H:10]([CH2:12][OH:13])[CH:9]=[CH:8]2)=[C:4]([N+:17]([O-])=O)[CH:3]=1.O.[CH2:21](O)C>[Fe].O.O.O.O.O.O.O.S([O-])([O-])(=O)=O.[Fe+2]>[Cl:1][C:2]1[C:15]([Cl:16])=[CH:14][C:5]2[N:6]([C@@H:7]3[CH2:11][C@H:10]([CH2:12][OH:13])[CH:9]=[CH:8]3)[CH:21]=[N:17][C:4]=2[CH:3]=1 |f:4.5.6.7.8.9.10.11.12|. Isolated yield 82.0%. Product: ClC1=CC2=C(N(C=N2)[C@H]2C=C[C@H](C2)CO)C=C1Cl ((±)-cis-[4-(5,6-Dichloro-1H-benzimidazol-1-y1)-2-cyclopenten-1-yl]methanol). The reagents and catalysts are [Fe] (iron), O.O.O.O.O.O.O.S(=O)(=O)([O-])[O-].[Fe+2] (iron(II) sulfate heptahydrate). Procedure: (±)-cis-[4-(4,5-Dichloro-2-nitroanilino)-2-cyclopenten-1-yl]methanol (5.00 g, 16.5 mmol) in ethanol (100 mL)-water (35 mL) was heated while iron powder (325 mesh, 99.9%, Aldrich, 9.2 g, 0.165 equiv) and iron(II) sulfate heptahydrate (Aldrich, 98+%, 2.3 g, 8.2 mequiv) were added. The mixture was refluxed 1.75 hours. Solids were filtered off and the ethanol filtrate-wash concentrated to an oil. Triethylorthoformate (75 mL) and methanesulfonic acid (0.05 mL) were added to the oil and the resulting ... Run at time 18 hour. The reactants are C(=O)(OC)COC1=CC=C(C=C1)CC(C)NCC(C1=CC(=CC=C1)Cl)OC (N-[2-(4-carbomethoxymethoxyphenyl)-1-methylethyl]-2-methoxy-2-(3-chlorophenyl)ethanamine), N (ammonia). Yields the product NC(=O)COC1=CC=C(C=C1)CC(C)NCC(C1=CC(=CC=C1)Cl)OC (N-[2-(4-Aminocarbonylmethoxyphenyl)-1-methylethyl]-2-methoxy-2-(3-chlorophenyl)ethanamine). As a reaction SMILES: [C:1]([CH2:5][O:6][C:7]1[CH:12]=[CH:11][C:10]([CH2:13][CH:14]([NH:16][CH2:17][CH:18]([O:26][CH3:27])[C:19]2[CH:24]=[CH:23][CH:22]=[C:21]([Cl:25])[CH:20]=2)[CH3:15])=[CH:9][CH:8]=1)(OC)=[O:2].[NH3:28]>>[NH2:28][C:1]([CH2:5][O:6][C:7]1[CH:12]=[CH:11][C:10]([CH2:13][CH:14]([NH:16][CH2:17][CH:18]([O:26][CH3:27])[C:19]2[CH:24]=[CH:23][CH:22]=[C:21]([Cl:25])[CH:20]=2)[CH3:15])=[CH:9][CH:8]=1)=[O:2]. Procedure details: The title compound was prepared, as an oil, from N-[2-(4-carbomethoxymethoxyphenyl)-1-methylethyl]-2-methoxy-2-(3-chlorophenyl)ethanamine and 0.88 ammonia, by an analogous procedure to that described in Example 4. The product was used in Example 24 without further purification.